This data is from the Open Reaction Database (ORD), a public repository of structured organic reaction records. The task is: describe an organic reaction: reactants, conditions, products, and yield The reactants are BrCc1ccccc1, CCO, CC[O-], CC(=O)CC(C)=O, [H-], [Na+], [Na+]. Product: CC(=O)C(Cc1ccccc1)C(C)=O. As a reaction SMILES: [Br:14][CH2:15][c:16]1[cH:17][cH:18][cH:19][cH:20][cH:21]1.[CH3:22][CH2:23][OH:24].[CH3:2][CH2:3][O-:4].[CH3:7][C:8](=[O:9])[CH2:10][C:11]([CH3:12])=[O:13].[H-:5].[Na+:1].[Na+:6]>>[CH3:7][C:8](=[O:9])[CH:10]([C:11]([CH3:12])=[O:13])[CH2:15][c:16]1[cH:17][cH:18][cH:19][cH:20][cH:21]1. The reactants are ester, C(#N)C=1C=C(C=CC1)C1C(=C(NC=2CCCC(C12)=O)C(F)(F)F)C(=O)[O-] (4-(3-cyanophenyl)-5-oxo-2-(trifluoromethyl)-1,4,5,6,7,8-hexahydroquinoline-3-carboxylate), NC(=O)OCC (urethane). Yields the product C(#N)C=1C=C(C=CC1)C1C(=C(NC=2CCCC(C12)=O)C(F)(F)F)C(=O)O (4-(3-cyanophenyl)-5-oxo-2-(trifluoromethyl)-1,4,5,6,7,8-hexahydroquinoline-3-carboxylic acid). RXN SMILES: [C:1]([C:3]1[CH:4]=[C:5]([CH:9]2[C:18]3[C:17](=[O:19])[CH2:16][CH2:15][CH2:14][C:13]=3[NH:12][C:11]([C:20]([F:23])([F:22])[F:21])=[C:10]2[C:24]([O-:26])=[O:25])[CH:6]=[CH:7][CH:8]=1)#[N:2].NC(OCC)=O>>[C:1]([C:3]1[CH:4]=[C:5]([CH:9]2[C:18]3[C:17](=[O:19])[CH2:16][CH2:15][CH2:14][C:13]=3[NH:12][C:11]([C:20]([F:22])([F:23])[F:21])=[C:10]2[C:24]([OH:26])=[O:25])[CH:6]=[CH:7][CH:8]=1)#[N:2]. Procedure: In the invented process, an ester of 4,4,4-trifluoro-3-oxobutanoate is reacted with 1,3-cyclohexanedione and 3-cyanobenzaldehyde to form an ester of 4-(3-cyanophenyl)-2-hydroxy-5-oxo-2-(trifluoromethyl)-1,2,3,4,5,6,7,8-octahydroquinoline-3-carboxylate. The 4-(3-cyanophenyl)-2-hydroxy-5-oxo-2-(trifluoromethyl)-1,2,3,4,5,6,7,8-octahydroquinoline-3-carboxylate ester is dehydrated to form a urethane, which is an ester of 4-(3-cyanophenyl)-5-oxo-2-(trifluoromethyl)-1,4,5,6,7,8-hexahydroquinoline-3-ca... Starting materials: CC1(C=2C=CC=CC2C=2NC(C=3N(C21)C=CN3)=O)CCCC(=O)O (4-(10-methyl-4,5-dihydro-4-oxo-10H-imidazo[1,2-a]indeno-[1,2-e]pyrazin-10-yl)butyric acid), C(C(=O)Cl)(=O)Cl (oxalyl chloride), CN(C=O)C (dimethylformamide), solution, N (ammonia). Solvent: C(Cl)(Cl)Cl (chloroform), C(Cl)(Cl)Cl (chloroform), CO (methanol). Conditions: time 3 hour. Product: CC1(C=2C=CC=CC2C=2NC(C=3N(C21)C=CN3)=O)CCCC(=O)N (4-(10-methyl-4,5-dihydro-4-oxo-10H-imidazo[1,2-a]indeno[1,2-e]pyrazin-10-yl)butyramide). RXN SMILES: [CH3:1][C:2]1([CH2:19][CH2:20][CH2:21][C:22]([OH:24])=O)[C:14]2[N:13]3[CH:15]=[CH:16][N:17]=[C:12]3[C:11](=[O:18])[NH:10][C:9]=2[C:8]2[CH:7]=[CH:6][CH:5]=[CH:4][C:3]1=2.C(Cl)(=O)C(Cl)=O.C[N:32](C)C=O.N>C(Cl)(Cl)Cl.CO>[CH3:1][C:2]1([CH2:19][CH2:20][CH2:21][C:22]([NH2:32])=[O:24])[C:14]2[N:13]3[CH:15]=[CH:16][N:17]=[C:12]3[C:11](=[O:18])[NH:10][C:9]=2[C:8]2[CH:7]=[CH:6][CH:5]=[CH:4][C:3]1=2. Procedure: To a very fine suspension of 0.4 g of 4-(10-methyl-4,5-dihydro-4-oxo-10H-imidazo[1,2-a]indeno-[1,2-e]pyrazin-10-yl)butyric acid in 20 ml of chloroform is added, at a temperature in the region of 20° C., 0.13 g of oxalyl chloride followed by a solution of 0.5 ml of dimethylformamide in 5 ml of chloroform, and the stirring is continued for 3 hours. 2 ml of a 5.6N solution of ammonia in methanol are then added and the stirring is continued for 18 hours. The reaction mixture is concentrated on a rot... Reactants: COC=1C=C(C=C(C1OC)OC)C(C)=O (3',4',5'-trimethoxyacetophenone), ClC1=CC=C(C=C1)C=1NC2=CC=CC=C2C1C=O (2-(4-chlorophenyl)indole-3-carboxaldehyde). The product is ClC1=CC=C(C=C1)C=1NC2=CC=CC=C2C1/C=C/C(=O)C1=CC(=C(C(=C1)OC)OC)OC ((E)-3-[2-(4-Chlorophenyl)indol-3-yl]-1-(3,4,5-trimethoxyphenyl)-2-propen-1-one). Isolated yield 169.9%. As a reaction SMILES: [CH3:1][O:2][C:3]1[CH:4]=[C:5]([C:13](=[O:15])[CH3:14])[CH:6]=[C:7]([O:11][CH3:12])[C:8]=1[O:9][CH3:10].[Cl:16][C:17]1[CH:22]=[CH:21][C:20]([C:23]2[NH:24][C:25]3[C:30]([C:31]=2[CH:32]=O)=[CH:29][CH:28]=[CH:27][CH:26]=3)=[CH:19][CH:18]=1>>[Cl:16][C:17]1[CH:18]=[CH:19][C:20]([C:23]2[NH:24][C:25]3[C:30]([C:31]=2/[CH:32]=[CH:14]/[C:13]([C:5]2[CH:6]=[C:7]([O:11][CH3:12])[C:8]([O:9][CH3:10])=[C:3]([O:2][CH3:1])[CH:4]=2)=[O:15])=[CH:29][CH:28]=[CH:27][CH:26]=3)=[CH:21][CH:22]=1. Reported procedure: Substantially the same procedure as in Example 12 was repeated using 3',4',5'-trimethoxyacetophenone (0.84 g) and 2-(4-chlorophenyl)indole-3-carboxaldehyde (2.56 g) to give Compound 14 (3.04 g). Reactants: raw material, C(CC)N(CCCCNCC1=CC=C(C#N)C=C1)CCC (4-[(4-dipropylaminobutyl)amino]methylbenzonitrile), COC1CCCC1 (cyclopentyl methyl ether), C([O-])([O-])=O.[K+].[K+] (potassium carbonate), BrCC(=O)OCC1=CC=CC=C1 (benzyl bromoacetate). Run in C([O-])(O)=O.[Na+] (sodium bicarbonate). Reaction conditions: time 19 hour. Product: C(C)(=O)OC(C1=CC=CC=C1)N(CCCCN(CCC)CCC)CC1=CC=C(C=C1)C#N ([(4-cyanobenzyl)-(4-dipropylaminobutyl)amino]benzyl acetate). Isolated yield 18.3%. RXN SMILES: [CH2:1]([N:4]([CH2:19][CH2:20][CH3:21])[CH2:5][CH2:6][CH2:7][CH2:8][NH:9][CH2:10][C:11]1[CH:18]=[CH:17][C:14]([C:15]#[N:16])=[CH:13][CH:12]=1)[CH2:2][CH3:3].COC1CCCC1.C(=O)([O-])[O-].[K+].[K+].Br[CH2:36][C:37]([O:39][CH2:40][C:41]1[CH:46]=[CH:45][CH:44]=[CH:43][CH:42]=1)=[O:38]>C(=O)(O)[O-].[Na+]>[C:37]([O:39][CH:40]([N:9]([CH2:10][C:11]1[CH:12]=[CH:13][C:14]([C:15]#[N:16])=[CH:17][CH:18]=1)[CH2:8][CH2:7][CH2:6][CH2:5][N:4]([CH2:1][CH2:2][CH3:3])[CH2:19][CH2:20][CH3:21])[C:41]1[CH:46]=[CH:45][CH:44]=[CH:43][CH:42]=1)(=[O:38])[CH3:36] |f:2.3.4,6.7|. Procedure: In a 50 ml recovery flask, 0.462 g (1.61 mmol, 1.0 equivalent) of 4-[(4-dipropylaminobutyl)amino]methylbenzonitrile (2a) and 9.2 ml of cyclopentyl methyl ether were charged and dissolved under a nitrogen stream. After the addition of 0.666 g (4.82 mmol, 3.0 equivalents) of potassium carbonate and 0.736 g (3.21 mmol, 2.0 equivalents) of benzyl bromoacetate at room temperature, the mixture was stirred at room temperature for 19 hours. After confirming the disappearance of the raw material by TLC, ... The reactants are FC(C(=O)O)(F)F (trifluoroacetic acid), FC(S(=O)(=O)O)(F)F (trifluoromethanesulfonic acid), COC1=CC=C(CS[C@H]2C[C@H](N(C2)C)C(=O)N2C(CN(CC2)[N+](=O)[O-])C(=O)OCC2=CC=CC=C2)C=C1 ((2S,4S)-4-(4-methoxybenzylthio)-2-(4-nitrobenzyloxycarbonyl -1-piperazinylcarbonyl)-1-methylpyrrolidine). Run in C1(=CC=CC=C1)OC (anisole). Reaction conditions: time 30 minute. The product is FC(S(=O)(=O)O)(F)F.S[C@H]1C[C@H](N(C1)C)C(=O)N1C(CN(CC1)[N+](=O)[O-])C(=O)OCC1=CC=CC=C1 ((2S,4S)-4-Mercapto-2-(4-nitrobenzyloxycarbonyl-1-piperazinylcarbonyl)-1-methylpyrrolidine trifluoromethanesulfonate). As a reaction SMILES: FC(F)(F)C(O)=O.[F:8][C:9]([F:15])([F:14])[S:10]([OH:13])(=[O:12])=[O:11].COC1C=CC(C[S:23][C@@H:24]2[CH2:28][N:27]([CH3:29])[C@H:26]([C:30]([N:32]3[CH2:37][CH2:36][N:35]([N+:38]([O-:40])=[O:39])[CH2:34][CH:33]3[C:41]([O:43][CH2:44][C:45]3[CH:50]=[CH:49][CH:48]=[CH:47][CH:46]=3)=[O:42])=[O:31])[CH2:25]2)=CC=1>C1(OC)C=CC=CC=1>[F:8][C:9]([F:15])([F:14])[S:10]([OH:13])(=[O:12])=[O:11].[SH:23][C@@H:24]1[CH2:28][N:27]([CH3:29])[C@H:26]([C:30]([N:32]2[CH2:37][CH2:36][N:35]([N+:38]([O-:40])=[O:39])[CH2:34][CH:33]2[C:41]([O:43][CH2:44][C:45]2[CH:50]=[CH:49][CH:48]=[CH:47][CH:46]=2)=[O:42])=[O:31])[CH2:25]1 |f:4.5|. Reported procedure: 130 ml of trifluoroacetic acid and 4.6 ml of trifluoromethanesulfonic acid were added dropwise to a solution of 13.8 g of (2S,4S)-4-(4-methoxybenzylthio)-2-(4-nitrobenzyloxycarbonyl -1-piperazinylcarbonyl)-1-methylpyrrolidine [prepared as described in step (i) above] in 28.3 ml of anisole, and the resulting mixture was stirred for 30 minutes, whilst ice-cooling. At the end of this time, the reaction mixture was concentrated by evaporation under reduced pressure, and the resulting residue was was... Reactants: CO, O=CNc1nc(C(=O)C(=O)O)cs1, Cl, NN, NOCC(=O)OCc1ccccc1, [Na+], C1CCOC1, [OH-], O, c1ccncc1. Yields the product O=CNc1nc(C(=NOCC(=O)OCc2ccccc2)C(=O)O)cs1. RXN SMILES: [CH3:33][OH:34].[CH:18](=[O:19])[NH:20][c:21]1[s:22][cH:23][c:24]([C:26]([C:27](=[O:28])[OH:29])=[O:30])[n:25]1.[ClH:4].[NH2:2][NH2:3].[NH2:5][O:6][CH2:7][C:8](=[O:9])[O:10][CH2:11][c:12]1[cH:13][cH:14][cH:15][cH:16][cH:17]1.[Na+:32].[O:35]1[CH2:36][CH2:37][CH2:38][CH2:39]1.[OH-:31].[OH2:1].[cH:40]1[cH:41][cH:42][n:43][cH:44][cH:45]1>>[N:5]([O:6][CH2:7][C:8](=[O:9])[O:10][CH2:11][c:12]1[cH:13][cH:14][cH:15][cH:16][cH:17]1)=[C:26]([c:24]1[cH:23][s:22][c:21]([NH:20][CH:18]=[O:19])[n:25]1)[C:27](=[O:28])[OH:29]. Reactants: N(=NC(=O)OCC)C(=O)OCC (diethyl azodicarboxylate), C(C)N(CCCCCCO)CC (6-diethylamino-1-hexanol), OC1=CC=C(C=O)C=C1 (4-hydroxy-benzaldehyde), C1(=CC=CC=C1)P(C1=CC=CC=C1)C1=CC=CC=C1 (triphenylphosphine). Run in O1CCCC1 (tetrahydrofuran). Reaction conditions: time 5 hour. Product: C(C)N(CCCCCCOC1=CC=C(C=O)C=C1)CC (4-[[6-(diethylamino)hexyl]oxy]benzaldehyde). Isolated yield 64.3%. RXN SMILES: [CH2:1]([N:3]([CH2:11][CH3:12])[CH2:4][CH2:5][CH2:6][CH2:7][CH2:8][CH2:9][OH:10])[CH3:2].O[C:14]1[CH:21]=[CH:20][C:17]([CH:18]=[O:19])=[CH:16][CH:15]=1.C1(P(C2C=CC=CC=2)C2C=CC=CC=2)C=CC=CC=1.N(C(OCC)=O)=NC(OCC)=O>O1CCCC1>[CH2:11]([N:3]([CH2:1][CH3:2])[CH2:4][CH2:5][CH2:6][CH2:7][CH2:8][CH2:9][O:10][C:14]1[CH:21]=[CH:20][C:17]([CH:18]=[O:19])=[CH:16][CH:15]=1)[CH3:12]. Procedure details: A mixture of 2.17 g of 6-diethylamino-1-hexanol (J. Chem. Soc. 1942, 428), 1.52 g of 4-hydroxy-benzaldehyde and 3.3 g of triphenylphosphine in 100 ml of tetrahydrofuran was treated slowly at 20° with a solution of 1.97 g of diethyl azodicarboxylate. After the dropwise addition the mixture was stirred at room temperature for a further 5 hours. The reaction mixture was then evaporated in a rotary evaporator. The residue was chromatographed on 400 g of neutral aluminium oxide (activity grade III) w... Reactants: C([O-])([O-])=O.[K+].[K+] (potassium carbonate), FC1=C(C=O)C=CC=C1 (2-fluoro-benzaldehyde), C([O-])([O-])=O.[K+].[K+] (potassium carbonate), C1(=CC=C2C=CC3=CC=CC4=CC=C1C2=C34)S (pyrene-1-thiol). The solvent is CN(C)C=O (DMF). Run at temperature 130 celsius. Product: C1=CC(=C2C=CC3=CC=CC4=CC=C1C2=C34)SC3=C(C=O)C=CC=C3 (2-(pyrene-3-ylthio)-benzaldehyde). The yield is 46.2%. As a reaction SMILES: F[C:2]1[CH:9]=[CH:8][CH:7]=[CH:6][C:3]=1[CH:4]=[O:5].C(=O)([O-])[O-].[K+].[K+].[C:16]1([SH:32])[C:29]2[C:30]3=[C:31]4[C:26](=[CH:27][CH:28]=2)[CH:25]=[CH:24][CH:23]=[C:22]4[CH:21]=[CH:20][C:19]3=[CH:18][CH:17]=1>CN(C=O)C>[CH:18]1[C:19]2[C:30]3=[C:31]4[C:22](=[CH:21][CH:20]=2)[CH:23]=[CH:24][CH:25]=[C:26]4[CH:27]=[CH:28][C:29]3=[C:16]([S:32][C:2]2[CH:9]=[CH:8][CH:7]=[CH:6][C:3]=2[CH:4]=[O:5])[CH:17]=1 |f:1.2.3|. Procedure details: 2-fluoro-benzaldehyde (477 mg, 3.8 mmol), potassium carbonate (700 mg, 5.0 mmol) and pyrene-1-thiol (300 mg, 1.28 mmol) were dissolved in 15 mL of dry DMF under dry nitrogen, topped with a reflux condenser. The reaction mixture was heated to 130° C. for 24 h. After cooling the mixture was added to 50 mL of saturated potassium carbonate solution, and the mixture was extracted with 3 portions of ether. The extracts were dried with magnesium sulfate and evaporated. The residue of the crude product ... Reactants: O=C(C1CC1)N1CCC(Cc2n[nH]c(=O)n2-c2ccc(Br)cc2)C1, O=C([O-])[O-], CN(C)Cc1ccc(B2OC(C)(C)C(C)(C)O2)cc1, Cl, [K+], [K+], C1COCCO1. Product: CN(C)Cc1ccc(-c2ccc(-n3c(CC4CCN(C(=O)C5CC5)C4)n[nH]c3=O)cc2)cc1. RXN SMILES: [Br:1][c:2]1[cH:3][cH:4][c:5](-[n:8]2[c:9](=[O:24])[nH:10][n:11][c:12]2[CH2:13][CH:14]2[CH2:15][N:16]([C:19](=[O:20])[CH:21]3[CH2:22][CH2:23]3)[CH2:17][CH2:18]2)[cH:6][cH:7]1.[C:45](=[O:46])([O-:47])[O-:48].[CH3:26][N:27]([CH2:28][c:29]1[cH:30][cH:31][c:32]([B:35]2[O:36][C:37]([CH3:38])([CH3:39])[C:40]([CH3:41])([CH3:42])[O:43]2)[cH:33][cH:34]1)[CH3:44].[ClH:25].[K+:49].[K+:50].[O:51]1[CH2:52][CH2:53][O:54][CH2:55][CH2:56]1>>[c:2]1(-[c:32]2[cH:31][cH:30][c:29]([CH2:28][N:27]([CH3:26])[CH3:44])[cH:34][cH:33]2)[cH:3][cH:4][c:5](-[n:8]2[c:9](=[O:24])[nH:10][n:11][c:12]2[CH2:13][CH:14]2[CH2:15][N:16]([C:19](=[O:20])[CH:21]3[CH2:22][CH2:23]3)[CH2:17][CH2:18]2)[cH:6][cH:7]1.